This data is from the Open Reaction Database (ORD), a public repository of structured organic reaction records. The task is: describe an organic reaction: reactants, conditions, products, and yield Reactants: BrC=1C=C(C=C(C1OC)OC)C=1OC=CC1 (2-(3-bromo-4,5-dimethoxyphenyl)furan), CON(C(C(C1=CC=C(C=C1)C=1OC(=NN1)C)OC)=O)C (N,2-dimethoxy-N-methyl-2-(4-(5-methyl-1,3,4-oxadiazol-2-yl)phenyl)acetamide). Isolated yield 10.0%. The product is BrC=1C=C(C=C(C1OC)OC)C1=CC=C(O1)C(C(C1=CC=C(C=C1)C=1OC(=NN1)C)OC)=O (1-(5-(3-Bromo-4,5-dimethoxyphenyl)furan-2-yl)-2-methoxy-2-(4-(5-methyl-1,3,4-oxadiazol-2-yl)phenyl)ethanone), product. RXN SMILES: [Br:1][C:2]1[CH:3]=[C:4]([C:12]2[O:13][CH:14]=[CH:15][CH:16]=2)[CH:5]=[C:6]([O:10][CH3:11])[C:7]=1[O:8][CH3:9].CON(C)[C:20](=[O:36])[CH:21]([O:34][CH3:35])[C:22]1[CH:27]=[CH:26][C:25]([C:28]2[O:29][C:30]([CH3:33])=[N:31][N:32]=2)=[CH:24][CH:23]=1>>[Br:1][C:2]1[CH:3]=[C:4]([C:12]2[O:13][C:14]([C:20](=[O:36])[CH:21]([O:34][CH3:35])[C:22]3[CH:23]=[CH:24][C:25]([C:28]4[O:29][C:30]([CH3:33])=[N:31][N:32]=4)=[CH:26][CH:27]=3)=[CH:15][CH:16]=2)[CH:5]=[C:6]([O:10][CH3:11])[C:7]=1[O:8][CH3:9]. Reported procedure: 1-(5-(3-Bromo-4,5-dimethoxyphenyl)furan-2-yl)-2-methoxy-2-(4-(5-methyl-1,3,4-oxadiazol-2-yl)phenyl)ethanone was prepared from 2-(3-bromo-4,5-dimethoxyphenyl)furan and N,2-dimethoxy-N-methyl-2-(4-(5-methyl-1,3,4-oxadiazol-2-yl)phenyl)acetamide according to the procedure used in Example 30. Purification by chromatography (70% EtOAc/hexanes) gave the product as a pale yellow solid (0.037 g, 10% yield). MS: m/z 513.1 [M+H]+.